From a dataset of the Open Reaction Database (ORD), a public repository of structured organic reaction records. describe an organic reaction: reactants, conditions, products, and yield Reactants: CC1(C=2C=CC(=CC2C(CC1)(C)C)C=1N=C(SC1)CC#N)C ([4-(5,5,8,8-tetramethyl-5,6,7,8-tetrahydronaphthalen-2-yl)thiazol-2-yl]acetonitrile), Cl (HCl). Run in C1CCOC1 (THF), CO (methanol), C1CCOC1 (THF). Product: CC1(C=2C=CC(=CC2C(CC1)(C)C)C=1N=C(SC1)CCN)C (2-[4-(5,5,8,8-tetramethyl-5,6,7,8-tetrahydronaphthalen-2-yl)thiazol-2-yl]ethylamine). As a reaction SMILES: [CH3:1][C:2]1([CH3:22])[CH2:11][CH2:10][C:9]([CH3:13])([CH3:12])[C:8]2[CH:7]=[C:6]([C:14]3[N:15]=[C:16]([CH2:19][C:20]#[N:21])[S:17][CH:18]=3)[CH:5]=[CH:4][C:3]1=2.Cl>C1COCC1.CO>[CH3:1][C:2]1([CH3:22])[CH2:11][CH2:10][C:9]([CH3:12])([CH3:13])[C:8]2[CH:7]=[C:6]([C:14]3[N:15]=[C:16]([CH2:19][CH2:20][NH2:21])[S:17][CH:18]=3)[CH:5]=[CH:4][C:3]1=2. Procedure: 680 mg (2.19 mmol) of [4-(5,5,8,8-tetramethyl-5,6,7,8-tetrahydronaphthalen-2-yl)thiazol-2-yl]acetonitrile from step a are dissolved in 10 ml of THF, placed under nitrogen, boiled to reflux, and 1.21 ml (2.41 mmol) of a 2M borane dimethyl sulfide complex solution in THF are added. The mixture is refluxed for a further 40 min, cooled, a 1.25 M HCl solution in methanol is slowly added, the mixture is evaporated in a rotary evaporator. The residue is taken up in DCM, washed with a saturated sodium h... Reactants: NCCC1=CNC=N1 (histamine), ClC1=NC(=NC=2N1N=C(C2)C2=CC=CC=C2)SC (4-chloro-2-methylthio-7-phenylpyrazolo[1,5-a]-1,3,5-triazine). The product is N1C=NC(=C1)CCNC1=NC(=NC=2N1N=C(C2)C2=CC=CC=C2)SC (4-[4-imidazolylethylamino]-2-methylthio-7-phenylpyrazolo[1,5-a]-1,3,5-triazine). Reaction SMILES: [NH2:1][CH2:2][CH2:3][C:4]1[N:8]=[CH:7][NH:6][CH:5]=1.Cl[C:10]1[N:15]2[N:16]=[C:17]([C:19]3[CH:24]=[CH:23][CH:22]=[CH:21][CH:20]=3)[CH:18]=[C:14]2[N:13]=[C:12]([S:25][CH3:26])[N:11]=1>>[NH:6]1[CH:5]=[C:4]([CH2:3][CH2:2][NH:1][C:10]2[N:15]3[N:16]=[C:17]([C:19]4[CH:24]=[CH:23][CH:22]=[CH:21][CH:20]=4)[CH:18]=[C:14]3[N:13]=[C:12]([S:25][CH3:26])[N:11]=2)[N:8]=[CH:7]1. Procedure details: 4-[4-imidazolylethylamino]-2-methylthio-7-phenylpyrazolo[1,5-a]-1,3,5-triazine is prepared from histamine and 4-chloro-2-methylthio-7-phenylpyrazolo[1,5-a]-1,3,5-triazine according to conventional methods. The reactants are CN(C)CC1=CC(=C(C(=C1)CN(C)C)O)CN(C)C (DMF 3), C(C)(C)(C)OC(=O)NCC1=NC=2C(=NC=C(C2)C(=O)O)N1 (2-{[(tert-butoxycarbonyl)amino]methyl}-3H-imidazo[4,5-b]pyridine-6-carboxylic acid), C=1C=CC2=C(C1)N=NN2O (HOBt), FC(CN)(F)F (2,2,2-trifluoroethanamine), CCN(C(C)C)C(C)C (DIPEA), C(CCl)Cl (EDC). Conditions: time 8 hour. The product is C(C)(C)(C)OC(NCC1=NC=2C(=NC=C(C2)C(=O)NCC(F)(F)F)N1)=O (tert-butyl[(6-{[(2,2,2-trifluoroethyl)amino]carbonyl}-3H-imidazo[4,5-b]pyridin-2-yl)methyl]carbamate). Isolated yield 69.6%. As a reaction SMILES: CN(CC1C=C(CN(C)C)C(O)=C(CN(C)C)C=1)C.[C:20]([O:24][C:25]([NH:27][CH2:28][C:29]1[NH:40][C:32]2=[N:33][CH:34]=[C:35]([C:37]([OH:39])=O)[CH:36]=[C:31]2[N:30]=1)=[O:26])([CH3:23])([CH3:22])[CH3:21].C1C=CC2N(O)N=NC=2C=1.[F:51][C:52]([F:56])([F:55])[CH2:53][NH2:54].CCN(C(C)C)C(C)C.C(Cl)CCl>>[C:20]([O:24][C:25](=[O:26])[NH:27][CH2:28][C:29]1[NH:40][C:32]2=[N:33][CH:34]=[C:35]([C:37]([NH:54][CH2:53][C:52]([F:56])([F:55])[F:51])=[O:39])[CH:36]=[C:31]2[N:30]=1)([CH3:21])([CH3:22])[CH3:23]. Reported procedure: To a DMF 3 mL solution of 2-{[(tert-butoxycarbonyl)amino]methyl}-3H-imidazo[4,5-b]pyridine-6-carboxylic acid (293 mg, 1.0 mmol) were added HOBt (162 mg, 1.2 mmol), 2,2,2-trifluoroethanamine (130 mg, 1.5 mmol), DIPEA (388 mg, 3.0 mmol) and EDC (288 mg, 1.5 mmol). The reaction mixture was stirred at room temperature overnight and was partitioned between EtOAc and water. The organic layer was washed with brine twice, dried over anhydrous Na2SO4, and concentrated under reduced pressure. The residue ... The reactants are CCCCC1CCNCC1, CCCCCCC, CCOC(C)=O, Cc1ccc2c(c1)OCC(=O)N2CCCCl, [I-], [K+], [K+], [Na+], O=C([O-])[O-]. The product is CCCCC1CCN(CCCN2C(=O)COc3cc(C)ccc32)CC1. As a reaction SMILES: [CH2:25]([CH2:26][CH2:27][CH3:28])[CH:29]1[CH2:30][CH2:31][NH:32][CH2:33][CH2:34]1.[CH3:35][CH2:36][CH2:37][CH2:38][CH2:39][CH2:40][CH3:41].[CH3:42][CH2:43][O:44][C:45]([CH3:46])=[O:47].[Cl:1][CH2:2][CH2:3][CH2:4][N:5]1[C:6](=[O:16])[CH2:7][O:8][c:9]2[c:10]1[cH:11][cH:12][c:13]([CH3:15])[cH:14]2.[I-:23].[K+:17].[K+:18].[Na+:24].[O-:19][C:20]([O-:21])=[O:22]>>[CH2:2]([CH2:3][CH2:4][N:5]1[C:6](=[O:16])[CH2:7][O:8][c:9]2[c:10]1[cH:11][cH:12][c:13]([CH3:15])[cH:14]2)[N:32]1[CH2:31][CH2:30][CH:29]([CH2:25][CH2:26][CH2:27][CH3:28])[CH2:34][CH2:33]1. Solvent: C1(=CC=CC=C1)C (toluene). Yields the product CC(C)(C)OC1=C(C=O)C(=CC=C1)Cl (2-[(1,1-dimethylethyl)oxy]-6-chlorobenzaldehyde). Reported procedure: To a solution of 2-[(1,1-dimethylethyl)oxy]-6-chlorobenzonitrile (9.22 g, 44.0 mmol) in toluene (100 mL) cooled in an ice-bath was added diisobutylaluminum hydride (1M in hexane, 48.4 mL, 48.4 mmol) keeping the temperature less than 10° C. The reaction was stirred for 1 h and was poured into a mixture of 10% aqueous acetic acid (100 mL) and ice. The mixture was filtered through Celite, the layers separated and the aqueous layer extracted with ether (2 times). The combined organic layers were was... Reaction conditions: time 1 hour. Yield: 97.0%. The reactants are [H-].C(C(C)C)[Al+]CC(C)C (diisobutylaluminum hydride), CC(C)(C)OC1=C(C#N)C(=CC=C1)Cl (2-[(1,1-dimethylethyl)oxy]-6-chlorobenzonitrile), C(C)(=O)O (acetic acid). Reaction SMILES: [CH3:1][C:2]([O:5][C:6]1[CH:13]=[CH:12][CH:11]=[C:10]([Cl:14])[C:7]=1[C:8]#N)([CH3:4])[CH3:3].[H-].C([Al+]CC(C)C)C(C)C.C(O)(=[O:27])C>C1(C)C=CC=CC=1>[CH3:1][C:2]([O:5][C:6]1[CH:13]=[CH:12][CH:11]=[C:10]([Cl:14])[C:7]=1[CH:8]=[O:27])([CH3:4])[CH3:3] |f:1.2|. As a reaction SMILES: [C:43]([CH3:44])([CH3:45])([CH3:46])[Si:47]([CH3:48])([CH3:49])[O:50][CH2:51][CH2:52][CH2:53][I:54].[CH2:1]([c:2]1[cH:3][cH:4][cH:5][cH:6][cH:7]1)[O:8][C:9](=[O:10])[C:11]1([NH:16][S:17](=[O:18])(=[O:19])[c:20]2[cH:21][cH:22][c:23](-[c:26]3[cH:27][cH:28][c:29]([F:32])[cH:30][cH:31]3)[cH:24][cH:25]2)[CH2:12][CH2:13][CH2:14][CH2:15]1.[CH2:66]([Cl:67])[Cl:68].[CH3:33][Si:34]([CH3:35])([CH3:36])[N-:37][Si:38]([CH3:39])([CH3:40])[CH3:41].[CH3:55][CH2:56][CH2:57][CH2:58][CH2:59][CH3:60].[CH3:61][N:62]([CH3:63])[CH:64]=[O:65].[K+:42]>>[CH2:1]([c:2]1[cH:3][cH:4][cH:5][cH:6][cH:7]1)[O:8][C:9](=[O:10])[C:11]1([N:16]([S:17](=[O:18])(=[O:19])[c:20]2[cH:21][cH:22][c:23](-[c:26]3[cH:27][cH:28][c:29]([F:32])[cH:30][cH:31]3)[cH:24][cH:25]2)[CH2:53][CH2:52][CH2:51][O:50][Si:47]([C:43]([CH3:44])([CH3:45])[CH3:46])([CH3:48])[CH3:49])[CH2:12][CH2:13][CH2:14][CH2:15]1. Product: CC(C)(C)[Si](C)(C)OCCCN(C1(C(=O)OCc2ccccc2)CCCC1)S(=O)(=O)c1ccc(-c2ccc(F)cc2)cc1. Starting materials: CC(C)(C)[Si](C)(C)OCCCI, O=C(OCc1ccccc1)C1(NS(=O)(=O)c2ccc(-c3ccc(F)cc3)cc2)CCCC1, ClCCl, C[Si](C)(C)[N-][Si](C)(C)C, CCCCCC, CN(C)C=O, [K+].